This data is from the Open Reaction Database (ORD), a public repository of structured organic reaction records. The task is: describe an organic reaction: reactants, conditions, products, and yield Reactants: C1(=CC=CC=C1)C=CC(=O)C1=CC=CC=C1 (chalcone), C(C)(=O)O (acetic acid), [C-]#N.[K+] (potassium cyanide). Solvent: C(C)OCCO (2-ethoxyethanol), O (water), O (water). Reaction conditions: temperature 105 celsius, time 0.25 hour. The product is CCCCCCCCCCCC#N (nitrile 12). RXN SMILES: [C:1]1([CH:7]=[CH:8][C:9]([C:11]2[CH:16]=[CH:15][CH:14]=[CH:13][CH:12]=2)=O)C=CC=[CH:3][CH:2]=1.C(O)(=O)C.[C-]#[N:22].[K+]>C(OCCO)C.O>[CH3:3][CH2:2][CH2:1][CH2:7][CH2:8][CH2:9][CH2:11][CH2:12][CH2:13][CH2:14][CH2:15][C:16]#[N:22] |f:2.3|. Reported procedure: To the chalcone, 187, (17.95 g, 54.7) mmol) in 2-ethoxyethanol (150 mL) at 55° C. was added acetic acid (4 mL) followed by slow addition of potassium cyanide (5.3 g, 81 mmol) in water. The solution was stirred at 105° C. for 0.25 hour. The solution was cooled and treated with water (25 mL). The mixture was filtered to collect the solid. The solid was washed repeatedly with 70% ethanol (50 mL), air dried, and then dried in vacuo to give the nitrile 12.7 g (68%) as a yellow solid. The nitrile was ... Reactants: FC1=CC=C(C=C1)C1=CC=C(C=C1)[C@H](C)N1C(O[C@@](CC1)(CCO)C1=CC=C(C=C1)F)=O ((S)-3-((S)-1-(4′-fluorobiphenyl-4-yl)ethyl)-6-(4-fluorophenyl)-6-(2-hydroxyethyl)-1,3-oxazinan-2-one), FCCN (2-fluoroethylamine). Product: FC1=CC=C(C=C1)C1=CC=C(C=C1)[C@H](C)N1C(O[C@](CC1)(C1=CC=C(C=C1)F)CCNCCF)=O ((R)-3-((S)-1-(4′-fluorobiphenyl-4-yl)ethyl)-6-(2-(2-fluoroethylamino)ethyl)-6-(4-fluorophenyl)-1,3-oxazinan-2-one). Reaction SMILES: [F:1][C:2]1[CH:7]=[CH:6][C:5]([C:8]2[CH:13]=[CH:12][C:11]([C@@H:14]([N:16]3[CH2:21][CH2:20][C@@:19]([C:25]4[CH:30]=[CH:29][C:28]([F:31])=[CH:27][CH:26]=4)([CH2:22][CH2:23]O)[O:18][C:17]3=[O:32])[CH3:15])=[CH:10][CH:9]=2)=[CH:4][CH:3]=1.[F:33][CH2:34][CH2:35][NH2:36]>>[F:1][C:2]1[CH:7]=[CH:6][C:5]([C:8]2[CH:9]=[CH:10][C:11]([C@@H:14]([N:16]3[CH2:21][CH2:20][C@:19]([CH2:22][CH2:23][NH:36][CH2:35][CH2:34][F:33])([C:25]4[CH:26]=[CH:27][C:28]([F:31])=[CH:29][CH:30]=4)[O:18][C:17]3=[O:32])[CH3:15])=[CH:12][CH:13]=2)=[CH:4][CH:3]=1. Procedure: The title compound was prepared from (S)-3-((S)-1-(4′-fluorobiphenyl-4-yl)ethyl)-6-(4-fluorophenyl)-6-(2-hydroxyethyl)-1,3-oxazinan-2-one following procedures analogous to those described in Example 178 using 2-fluoroethylamine in Step 2. LC-MS Method 2 tR=1.183 min, m/z=505.1; 1H NMR (CDCl3) 1.48 (d, 3H), 1.94-2.32 (m, 5H), 2.40 (m, 1H), 2.67-2.85 (m, 3H), 2.86 (m, 1H), 4.34 (t, 1H), 4.45 (t, 1H), 5.62 (m, 1H), 6.88-7.19 (m, 6H), 7.20 (m, 4H), 7.40 (m, 2H). Reactants: CCO, Cl, Cl, N=C(N)NN, O, Cc1n[nH]c2c1C(=O)CC(c1ccccc1O)C2. Product: Cl, Cc1n[nH]c2c1C(=NNC(=N)N)CC(c1ccccc1O)C2. As a reaction SMILES: [CH3:27][CH2:28][OH:29].[ClH:19].[ClH:25].[NH2:20][NH:21][C:22](=[NH:23])[NH2:24].[OH2:26].[OH:1][c:2]1[c:3]([CH:8]2[CH2:9][C:10](=[O:18])[c:11]3[c:12]([CH3:17])[n:13][nH:14][c:15]3[CH2:16]2)[cH:4][cH:5][cH:6][cH:7]1>>[ClH:19].[OH:1][c:2]1[c:3]([CH:8]2[CH2:9][C:10](=[N:20][NH:21][C:22](=[NH:23])[NH2:24])[c:11]3[c:12]([CH3:17])[n:13][nH:14][c:15]3[CH2:16]2)[cH:4][cH:5][cH:6][cH:7]1. The reactants are FC(F)(F)c1ccccc1Br, CC(=O)C=C1CCC1, [Cl-], [I-], [Mg], [NH4+], C1CCOC1. Yields the product [Br-], FC(F)(F)c1ccccc1[Mg+]. Reaction SMILES: [Br:2][c:3]1[c:4]([C:9]([F:10])([F:11])[F:12])[cH:5][cH:6][cH:7][cH:8]1.[C:14]1(=[CH:15][C:16](=[O:17])[CH3:18])[CH2:19][CH2:20][CH2:21]1.[Cl-:22].[I-:13].[Mg:1].[NH4+:23].[O:24]1[CH2:25][CH2:26][CH2:27][CH2:28]1>>[Br-:2].[Mg+:1][c:3]1[c:4]([C:9]([F:10])([F:11])[F:12])[cH:5][cH:6][cH:7][cH:8]1. The reactants are alcohol, O (water), [Na] (sodium), COS(=O)(=O)[O-].CN(C1=[N+](CCCCC1)C)C (2-dimethylamino-1-methyl-4,5,6,7-tetrahydro-3H-azepinium methylsulfate), ClC1=CC=C(C=C1)CC(=O)OCC (ethyl 4-chlorophenylacetate). Run in C(C)OCC (diethyl ether), C(C)O (ethyl alcohol). Reaction conditions: time 4 hour. The product is C(C)OC(=O)C(C1=CC=C(C=C1)Cl)=C1N(CCCCC1)C (2-(α-ethoxycarbonyl-4-chlorobenzylidene)-1-methylperhydroazepine). RXN SMILES: [Na].COS([O-])(=O)=O.CN(C)[C:10]1[CH2:16][CH2:15][CH2:14][CH2:13][CH2:12][N+:11]=1[CH3:17].[Cl:19][C:20]1[CH:25]=[CH:24][C:23]([CH2:26][C:27]([O:29][CH2:30][CH3:31])=[O:28])=[CH:22][CH:21]=1.O>C(O)C.C(OCC)C>[CH2:30]([O:29][C:27]([C:26](=[C:10]1[CH2:16][CH2:15][CH2:14][CH2:13][CH2:12][N:11]1[CH3:17])[C:23]1[CH:22]=[CH:21][C:20]([Cl:19])=[CH:25][CH:24]=1)=[O:28])[CH3:31] |f:1.2,^1:0|. Procedure details: Add (drop by drop at 90° in a stream of nitrogen to let the alcohol escape) a solution of 4.6 g of sodium in 100 ml of ethyl alcohol to a mixture of 53.2 g of the title compound of Example 1 and 29.8 g of ethyl 4-chlorophenylacetate. Stir it for a further 4 hours at 90° and then cool it to ambient temperature. Mix the cooled reaction mixture with 100 ml of water and 100 ml of diethyl ether, collect the organic phase and dry the latter over sodium sulfate. Concentrate the dried organic phase and ... Reactants: B(Br)(Br)Br (Boron tribromide), solution, COC1=C(C=C(C=C1)C)C1=NC2=CC=CC=C2C(=N1)N[C@@H]1CN(CC1)C(=O)OC(C)(C)C ((S)-tert-butyl 3-(2-(2-methoxy-5-methylphenyl)quinazolin-4-ylamino)pyrrolidine-1-carboxylate). Run in ClCCl (dichloromethane), ClCCl (dichloromethane). Reaction conditions: time 16 hour. Product: CC1=CC(=C(C=C1)O)C1=NC2=CC=CC=C2C(=N1)N[C@@H]1CNCC1 ((S)-4-Methyl-2-(4-(pyrrolidin-3-ylamino)quinazolin-2-yl)phenol). Yield: 33.9%. As a reaction SMILES: B(Br)(Br)Br.C[O:6][C:7]1[CH:12]=[CH:11][C:10]([CH3:13])=[CH:9][C:8]=1[C:14]1[N:23]=[C:22]([NH:24][C@H:25]2[CH2:29][CH2:28][N:27](C(OC(C)(C)C)=O)[CH2:26]2)[C:21]2[C:16](=[CH:17][CH:18]=[CH:19][CH:20]=2)[N:15]=1>ClCCl>[CH3:13][C:10]1[CH:11]=[CH:12][C:7]([OH:6])=[C:8]([C:14]2[N:23]=[C:22]([NH:24][C@H:25]3[CH2:29][CH2:28][NH:27][CH2:26]3)[C:21]3[C:16](=[CH:17][CH:18]=[CH:19][CH:20]=3)[N:15]=2)[CH:9]=1. Procedure details: Boron tribromide (0.454 mL of a 1 M solution in dichloromethane, 0.45 mmol) was added to a solution of (S)-tert-butyl 3-(2-(2-methoxy-5-methylphenyl)quinazolin-4-ylamino)pyrrolidine-1-carboxylate (0.079 g, 0.23 mmol) in dichloromethane (2.3 mL). After 16 hours, the reaction was quenched by the addition of methanol (2 mL). Hydrochloric acid (1.5 mL of a 4 M solution in dioxane) was added and the mixture was heated at reflux for 6 hours. The solution was cooled, concentrated, and purified by SCX-2... Starting materials: C(CC1=CC=CC=C1)C=1C=C(C=C(C1)CCC1=CC=CC=C1)CO ((3,5-diphenethyl-phenyl)-methanol), [Cr](=O)(=O)([O-])Cl.[NH+]1=CC=CC=C1 (pyridinium chlorochromate). Solvent: ClCCl (dichloromethane). Conditions: time 16 hour. Yields the product C(CC1=CC=CC=C1)C=1C=C(C=O)C=C(C1)CCC1=CC=CC=C1 (3,5-diphenethyl-benzaldehyde). Yield: 64.6%. RXN SMILES: [CH2:1]([C:9]1[CH:10]=[C:11]([CH2:23][OH:24])[CH:12]=[C:13]([CH2:15][CH2:16][C:17]2[CH:22]=[CH:21][CH:20]=[CH:19][CH:18]=2)[CH:14]=1)[CH2:2][C:3]1[CH:8]=[CH:7][CH:6]=[CH:5][CH:4]=1.[Cr](Cl)([O-])(=O)=O.[NH+]1C=CC=CC=1>ClCCl>[CH2:1]([C:9]1[CH:10]=[C:11]([CH:12]=[C:13]([CH2:15][CH2:16][C:17]2[CH:22]=[CH:21][CH:20]=[CH:19][CH:18]=2)[CH:14]=1)[CH:23]=[O:24])[CH2:2][C:3]1[CH:4]=[CH:5][CH:6]=[CH:7][CH:8]=1 |f:1.2|. Procedure: To a solution of (3,5-diphenethyl-phenyl)-methanol (2.0 g, 6.4 mmol) in dry dichloromethane (30 mL) was added pyridinium chlorochromate (1.4 g, 6.4 mmol) and the mixture was stirred at room temperature for 16 h. The product was purified by flash chromatography using dichloromethane as solvent to give 1.3 g 3,5-diphenethyl-benzaldehyde.